From a dataset of the Open Reaction Database (ORD), a public repository of structured organic reaction records. describe an organic reaction: reactants, conditions, products, and yield The reactants are CCO, Cl, NCCCCCCCCCCCCCCCCCC(=O)O, [Na+], O=C1C=CC(=O)O1, [OH-]. Product: O=C(O)C=CC(=O)NCCCCCCCCCCCCCCCCCC(=O)O. RXN SMILES: [CH3:30][CH2:31][OH:32].[ClH:29].[NH2:1][CH2:2][CH2:3][CH2:4][CH2:5][CH2:6][CH2:7][CH2:8][CH2:9][CH2:10][CH2:11][CH2:12][CH2:13][CH2:14][CH2:15][CH2:16][CH2:17][CH2:18][C:19](=[O:20])[OH:21].[Na+:34].[O:22]=[C:23]1[O:24][C:25](=[O:26])[CH:27]=[CH:28]1.[OH-:33]>>[NH:1]([CH2:2][CH2:3][CH2:4][CH2:5][CH2:6][CH2:7][CH2:8][CH2:9][CH2:10][CH2:11][CH2:12][CH2:13][CH2:14][CH2:15][CH2:16][CH2:17][CH2:18][C:19](=[O:20])[OH:21])[C:25](=[O:26])[CH:27]=[CH:28][C:23](=[O:22])[OH:24]. Reactants: CCO, O=Cc1c(Cl)cccc1Cl, Cl, NO, [Na+], [OH-], O. The product is ON=Cc1c(Cl)cccc1Cl. RXN SMILES: [CH3:17][CH2:18][OH:19].[Cl:6][c:7]1[c:8]([CH:9]=[O:10])[c:11]([Cl:15])[cH:12][cH:13][cH:14]1.[ClH:3].[NH2:4][OH:5].[Na+:2].[OH-:1].[OH2:16]>>[OH:1][N:4]=[CH:9][c:8]1[c:7]([Cl:6])[cH:14][cH:13][cH:12][c:11]1[Cl:15]. Starting materials: Cl, [K+], C[N+](=O)[O-], [OH-], O=Cc1ccco1. The product is O=[N+]([O-])C=Cc1ccco1. RXN SMILES: [ClH:14].[K+:2].[N+:3](=[O:4])([O-:5])[CH3:6].[OH-:1].[o:7]1[c:8]([CH:12]=[O:13])[cH:9][cH:10][cH:11]1>>[N+:3](=[O:4])([O-:5])[CH:6]=[CH:12][c:8]1[o:7][cH:11][cH:10][cH:9]1. Product: [Cl-], O=S(=O)(O)c1cccc(S(=O)(=O)Nc2ccc(F)cc2C(F)(F)F)c1. Starting materials: [Cl-], [Cl-], CC(Cl)Cl, Cl, Nc1ccc(F)cc1C(F)(F)F, O=S(=O)(O)c1cccc(S(=O)(=O)O)c1, c1ccncc1. Reaction SMILES: [Cl-:19].[Cl-:20].[Cl:36][CH:37]([Cl:38])[CH3:39].[ClH:35].[F:1][c:2]1[cH:3][c:4]([C:9]([F:10])([F:11])[F:12])[c:5]([NH2:6])[cH:7][cH:8]1.[c:21]1([S:31](=[O:32])(=[O:33])[OH:34])[cH:22][c:23]([S:27](=[O:28])(=[O:29])[OH:30])[cH:24][cH:25][cH:26]1.[cH:13]1[cH:14][cH:15][n:16][cH:17][cH:18]1>>[Cl-:19].[F:1][c:2]1[cH:3][c:4]([C:9]([F:10])([F:11])[F:12])[c:5]([NH:6][S:31]([c:21]2[cH:22][c:23]([S:27](=[O:28])(=[O:29])[OH:30])[cH:24][cH:25][cH:26]2)(=[O:32])=[O:33])[cH:7][cH:8]1. Starting materials: O=C([O-])O, O=Cc1cc(-c2ncc(C(F)(F)F)cc2Cl)ccc1Cl, Cl, NO, [Na+], C1CCOC1. Product: ON=Cc1cc(-c2ncc(C(F)(F)F)cc2Cl)ccc1Cl. Reaction SMILES: [C:21](=[O:22])([OH:23])[O-:24].[Cl:1][c:2]1[c:3](-[c:12]2[cH:13][c:14]([CH:19]=[O:20])[c:15]([Cl:18])[cH:16][cH:17]2)[n:4][cH:5][c:6]([C:8]([F:9])([F:10])[F:11])[cH:7]1.[ClH:26].[NH2:27][OH:28].[Na+:25].[O:29]1[CH2:30][CH2:31][CH2:32][CH2:33]1>>[Cl:1][c:2]1[c:3](-[c:12]2[cH:13][c:14]([CH:19]=[N:27][OH:28])[c:15]([Cl:18])[cH:16][cH:17]2)[n:4][cH:5][c:6]([C:8]([F:9])([F:10])[F:11])[cH:7]1. Reactants: [F-].[K+] (KF), CN1N=C(C(=C1Cl)C=O)C(F)(F)F (1-methyl-3-trifluoromethyl-5-chloropyrazole-4-carboxaldehyde). Procedure details: A suspension of anhydrous KF (4 g) in anhydrous DMF (20 mL) was stirred under N2 and 1-methyl-3-trifluoromethyl-5-chloropyrazole-4-carboxaldehyde (10.6 g) added. The mixture was heated at 150 ° C. for 6 h. The mixture was poured onto ice (250 g) and was mixed thoroughly. The mixture was extracted with ether (5×50 mL). The ether solution was dried (MgSO4) and concentrated in vacuo leaving an amber liquid (10 g). The liquid was distilled under reduced pressure to give one fraction, 8.0 g yellow li... Run at temperature 150 celsius. The yield is 102.3%. Yields the product FC1=C(C(=NN1C)C(F)(F)F)C=O (5-Fluoro-1-methyl-3-trifluoromethyl-1H-pyrazole-4-carboxaldehvde). Run in CN(C)C=O (DMF). Reaction SMILES: [F-:1].[K+].[CH3:3][N:4]1[C:8](Cl)=[C:7]([CH:10]=[O:11])[C:6]([C:12]([F:15])([F:14])[F:13])=[N:5]1>CN(C=O)C>[F:1][C:8]1[N:4]([CH3:3])[N:5]=[C:6]([C:12]([F:15])([F:14])[F:13])[C:7]=1[CH:10]=[O:11] |f:0.1|. The reactants are COC(=O)c1cc(O)cc(OC(=S)N(C)C)c1, CI, [K+], [K+], O=C([O-])[O-], CN(C)C=O. Product: COC(=O)c1cc(OC)cc(OC(=S)N(C)C)c1. RXN SMILES: [CH3:1][O:2][C:3]([c:4]1[cH:5][c:6]([O:11][C:12]([N:13]([CH3:14])[CH3:15])=[S:16])[cH:7][c:8]([OH:10])[cH:9]1)=[O:17].[I:24][CH3:25].[K+:18].[K+:19].[O-:20][C:21]([O-:22])=[O:23].[O:26]=[CH:27][N:28]([CH3:29])[CH3:30]>>[CH3:1][O:2][C:3]([c:4]1[cH:5][c:6]([O:11][C:12]([N:13]([CH3:14])[CH3:15])=[S:16])[cH:7][c:8]([O:10][CH3:21])[cH:9]1)=[O:17]. The reactants are ClC1=CC(=CC(=N1)N(CC)CC)C ((6-chloro-4-methyl-pyridin-2-yl)-diethyl-amine), B1(OB(OB(O1)C=C)C=C)C=C.C1=CC=NC=C1 (2,4,6-trivinylcyclotriboroxane pyridine complex), C(=O)([O-])[O-].[K+].[K+] (K2CO3). Reagents/catalysts: C=1C=CC(=CC1)[P](C=2C=CC=CC2)(C=3C=CC=CC3)[Pd]([P](C=4C=CC=CC4)(C=5C=CC=CC5)C=6C=CC=CC6)([P](C=7C=CC=CC7)(C=8C=CC=CC8)C=9C=CC=CC9)[P](C=1C=CC=CC1)(C=1C=CC=CC1)C=1C=CC=CC1 (Pd(PPh3)4), C=1C=CC(=CC1)[P](C=2C=CC=CC2)(C=3C=CC=CC3)[Pd]([P](C=4C=CC=CC4)(C=5C=CC=CC5)C=6C=CC=CC6)([P](C=7C=CC=CC7)(C=8C=CC=CC8)C=9C=CC=CC9)[P](C=1C=CC=CC1)(C=1C=CC=CC1)C=1C=CC=CC1 (Pd(PPh3)4). Solvent: C(C)OCC (diethyl ether), COCCOC (DME). Conditions: temperature 80 celsius, time 15 hour. The product is C(C)N(C1=NC(=CC(=C1)C)C=C)CC (diethyl-(4-methyl-6-vinyl-pyridin-2-yl)-amine). The yield is 29.5%. Reaction SMILES: Cl[C:2]1[N:7]=[C:6]([N:8]([CH2:11][CH3:12])[CH2:9][CH3:10])[CH:5]=[C:4]([CH3:13])[CH:3]=1.B1(C=C)OB([CH:20]=[CH2:21])OB(C=C)O1.C1C=CN=CC=1.C([O-])([O-])=O.[K+].[K+]>COCCOC.C(OCC)C.C1C=CC([P]([Pd]([P](C2C=CC=CC=2)(C2C=CC=CC=2)C2C=CC=CC=2)([P](C2C=CC=CC=2)(C2C=CC=CC=2)C2C=CC=CC=2)[P](C2C=CC=CC=2)(C2C=CC=CC=2)C2C=CC=CC=2)(C2C=CC=CC=2)C2C=CC=CC=2)=CC=1>[CH2:9]([N:8]([CH2:11][CH3:12])[C:6]1[CH:5]=[C:4]([CH3:13])[CH:3]=[C:2]([CH:20]=[CH2:21])[N:7]=1)[CH3:10] |f:1.2,3.4.5,^1:52,54,73,92|. Reported procedure: To a solution of (6-chloro-4-methyl-pyridin-2-yl)-diethyl-amine (5.35 g, 26.9 mmol) in DME (75 mL), 2,4,6-trivinylcyclotriboroxane pyridine complex (6.48 g, 26.9 mmol, prepared according to F. Kerins, D. F. O'Shea J. Org. Chem. 67 (2002) 4968-4971) followed by 2 M aq. K2CO3 solution (25 mL) is added. The solution is degassed and put under argon before Pd(PPh3)4 (560 mg, 0.485 mmol) is added. The mixture is stirred for 15 h at 80° C. Another portion of Pd(PPh3)4 (560 mg, 0.485 mmol) is added, and... The reactants are COC(=O)c1ccccc1CBr, CCOC(C)=O, CCCCCC, CN(C)C=O, CCOC(C)=O, [H-], [Na+], CCCc1c(O)cccc1O. RXN SMILES: [C:14](=[O:15])([O:16][CH3:17])[c:18]1[c:19]([CH2:20][Br:21])[cH:22][cH:23][cH:24][cH:25]1.[C:26]([O:27][CH2:28][CH3:29])(=[O:30])[CH3:31].[CH3:32][CH2:33][CH2:34][CH2:35][CH2:36][CH3:37].[CH3:38][N:39]([CH3:40])[CH:41]=[O:42].[CH3:43][CH2:44][O:45][C:46](=[O:47])[CH3:48].[H-:12].[Na+:13].[OH:1][c:2]1[c:3]([CH2:9][CH2:10][CH3:11])[c:4]([OH:8])[cH:5][cH:6][cH:7]1>>[O:1]([c:2]1[c:3]([CH2:9][CH2:10][CH3:11])[c:4]([OH:8])[cH:5][cH:6][cH:7]1)[CH2:20][c:19]1[c:18]([C:14](=[O:15])[O:16][CH3:17])[cH:25][cH:24][cH:23][cH:22]1. Yields the product CCCc1c(O)cccc1OCc1ccccc1C(=O)OC. The reactants are CC(C)(Cc1ccc(OCCCC(=O)O)cc1)NCC(O)c1cc(OCc2ccccc2)cc2c1OCC(=O)N2, CC(=O)O, CO. The product is CC(C)(Cc1ccc(OCCCC(=O)O)cc1)NCC(O)c1cc(O)cc2c1OCC(=O)N2. RXN SMILES: [CH2:1]([c:2]1[cH:3][cH:4][cH:5][cH:6][cH:7]1)[O:8][c:9]1[cH:10][c:11]([CH:20]([CH2:21][NH:22][C:23]([CH2:24][c:25]2[cH:26][cH:27][c:28]([O:29][CH2:30][CH2:31][CH2:32][C:33](=[O:34])[OH:35])[cH:36][cH:37]2)([CH3:38])[CH3:39])[OH:40])[c:12]2[c:13]([cH:19]1)[NH:14][C:15](=[O:18])[CH2:16][O:17]2.[CH3:41][C:42](=[O:43])[OH:44].[CH3:45][OH:46]>>[OH:8][c:9]1[cH:10][c:11]([CH:20]([CH2:21][NH:22][C:23]([CH2:24][c:25]2[cH:26][cH:27][c:28]([O:29][CH2:30][CH2:31][CH2:32][C:33](=[O:34])[OH:35])[cH:36][cH:37]2)([CH3:38])[CH3:39])[OH:40])[c:12]2[c:13]([cH:19]1)[NH:14][C:15](=[O:18])[CH2:16][O:17]2.